From a dataset of the Open Reaction Database (ORD), a public repository of structured organic reaction records. describe an organic reaction: reactants, conditions, products, and yield The reactants are O (water), ClC=1C(=C(C(=CC1)[N+](=O)[O-])O)C(F)(F)F (3-chloro-6-nitro-2-(trifluoromethyl)phenol), C([O-])([O-])=O.[Cs+].[Cs+] (cesium carbonate), IC (iodomethane). Solvent: CN(C)C=O (DMF), CCOC(=O)C (EtOAc). Reaction conditions: time 8 hour. Product: ClC1=C(C(=C(C=C1)[N+](=O)[O-])OC)C(F)(F)F (1-chloro-3-methoxy-4-nitro-2-(trifluoromethyl)benzene). RXN SMILES: [Cl:1][C:2]1[C:3]([C:12]([F:15])([F:14])[F:13])=[C:4]([OH:11])[C:5]([N+:8]([O-:10])=[O:9])=[CH:6][CH:7]=1.[C:16](=O)([O-])[O-].[Cs+].[Cs+].IC.O>CN(C=O)C.CCOC(C)=O>[Cl:1][C:2]1[CH:7]=[CH:6][C:5]([N+:8]([O-:10])=[O:9])=[C:4]([O:11][CH3:16])[C:3]=1[C:12]([F:13])([F:14])[F:15] |f:1.2.3|. Procedure: A mixture of 3-chloro-6-nitro-2-(trifluoromethyl)phenol (1.00 g, 4.14 mmol), cesium carbonate (4.05 g, 12.4 mmol), and iodomethane (465 μL, 7.45 mmol) in DMF (20 mL) was allowed to stir at rt overnight. The reaction mixture was diluted with EtOAc and poured into water. The mixture was extracted 3 times with EtOAc and the organic solution was dried over Na2SO4, filtered and concentrated. The residue was purified by column chromatography (SiO2, EtOAc in hexanes) provided the title compound. 1H NMR... Starting materials: CCc1cc(-c2ccc(C=O)s2)c(C)nc1OC, CC#N, C[Si](C)(C)Cl, [I-], [K+]. Product: CCc1cc(-c2ccc(C=O)s2)c(C)[nH]c1=O. Reaction SMILES: [CH2:1]([CH3:2])[c:3]1[cH:4][c:5](-[c:12]2[cH:13][cH:14][c:15]([CH:17]=[O:18])[s:16]2)[c:6]([CH3:11])[n:7][c:8]1[O:9][CH3:10].[CH3:26][C:27]#[N:28].[Cl:21][Si:22]([CH3:23])([CH3:24])[CH3:25].[I-:20].[K+:19]>>[CH2:1]([CH3:2])[c:3]1[cH:4][c:5](-[c:12]2[cH:13][cH:14][c:15]([CH:17]=[O:18])[s:16]2)[c:6]([CH3:11])[nH:7][c:8]1=[O:9]. Starting materials: C(C)OCN1N=CC=C1C(C1=C(C(=C(C=C1)OC)Cl)Cl)O (α-(1-ethoxymethyl-5-pyrazolyl)-2,3-dichloro-4-methoxybenzylalcohol). The reagents and catalysts are [O-2].[O-2].[Mn+4] (manganese dioxide). Solvent: C(Cl)Cl (methylene chloride). Conditions: time 27 hour. Yields the product ClC1=C(C=CC(=C1Cl)OC)C(=O)C1=CC=NN1COCC ((2,3-dichloro-4-methoxyphenyl)(1-ethoxymethyl-5-pyrazolyl)methanone). Yield: 90.0%. RXN SMILES: [CH2:1]([O:3][CH2:4][N:5]1[C:9]([CH:10]([OH:21])[C:11]2[CH:16]=[CH:15][C:14]([O:17][CH3:18])=[C:13]([Cl:19])[C:12]=2[Cl:20])=[CH:8][CH:7]=[N:6]1)[CH3:2]>C(Cl)Cl.[O-2].[O-2].[Mn+4]>[Cl:20][C:12]1[C:13]([Cl:19])=[C:14]([O:17][CH3:18])[CH:15]=[CH:16][C:11]=1[C:10]([C:9]1[N:5]([CH2:4][O:3][CH2:1][CH3:2])[N:6]=[CH:7][CH:8]=1)=[O:21] |f:2.3.4|. Reported procedure: 2.72 g of manganese dioxide are added to a solution of 1.04 g of α-(1-ethoxymethyl-5-pyrazolyl)-2,3-dichloro-4-methoxybenzylalcohol in methylene chloride and the mixture is stirred at room temperature for 27 hours. The reaction mixture is filtered and the filtrate is condensed to an oily residue, which is then crystallized from isopropyl ether to give 0.93 g of (2,3-dichloro-4-methoxyphenyl)(1-ethoxymethyl-5-pyrazolyl)methanone. The reactants are BrBr, CC1CCCN1CCc1cc2cc(-c3ccc(C#N)cc3)ccc2o1, O=C(O)C(F)(F)F, [Na+], [Na+], O=S([O-])[O-]. Product: CC1CCCN1CCc1oc2ccc(-c3ccc(C#N)cc3)cc2c1Br. RXN SMILES: [Br:26][Br:27].[CH3:1][CH:2]1[N:3]([CH2:7][CH2:8][c:9]2[o:10][c:11]3[c:12]([cH:13]2)[cH:14][c:15](-[c:18]2[cH:19][cH:20][c:21]([C:22]#[N:23])[cH:24][cH:25]2)[cH:16][cH:17]3)[CH2:4][CH2:5][CH2:6]1.[F:34][C:35]([F:36])([F:37])[C:38]([OH:39])=[O:40].[Na+:32].[Na+:33].[S:28]([O-:29])([O-:30])=[O:31]>>[CH3:1][CH:2]1[N:3]([CH2:7][CH2:8][c:9]2[o:10][c:11]3[c:12]([c:13]2[Br:26])[cH:14][c:15](-[c:18]2[cH:19][cH:20][c:21]([C:22]#[N:23])[cH:24][cH:25]2)[cH:16][cH:17]3)[CH2:4][CH2:5][CH2:6]1. As a reaction SMILES: Br[CH2:2][C:3]1[CH:8]=[CH:7][C:6]([S:9]([N:12]([C:17]2[CH:22]=[CH:21][C:20]([CH3:23])=[CH:19][C:18]=2[CH3:24])[CH2:13][CH:14]([CH3:16])[CH3:15])(=[O:11])=[O:10])=[CH:5][CH:4]=1.[H-].[Na+].[CH3:27][OH:28]>CC1CCCO1>[CH3:24][C:18]1[CH:19]=[C:20]([CH3:23])[CH:21]=[CH:22][C:17]=1[N:12]([CH2:13][CH:14]([CH3:16])[CH3:15])[S:9]([C:6]1[CH:7]=[CH:8][C:3]([CH2:2][O:28][C:27]2[CH:18]=[CH:17][N:12]=[CH:13][CH:14]=2)=[CH:4][CH:5]=1)(=[O:11])=[O:10] |f:1.2|. Isolated yield 10.0%. Run in CC1OCCC1 (2-Methyltetrahydrofuran). The reactants are alcohol, BrCC1=CC=C(C=C1)S(=O)(=O)N(CC(C)C)C1=C(C=C(C=C1)C)C (4-(bromomethyl)-N-(2,4-dimethylphenyl)-N-isobutylbenzenesulfonamide), [H-].[Na+] (sodium hydride), alcohol, CO (MeOH). Product: CC1=C(C=CC(=C1)C)N(S(=O)(=O)C1=CC=C(C=C1)COC1=CC=NC=C1)CC(C)C (N-(2,4-dimethylphenyl)-N-isobutyl-4-((pyridin-4-yloxy)methyl)benzenesulfonamide). Reported procedure: To a solution of an alcohol (1.276 mg, 0.075 mmol, see Table 4 for specific alcohol used for each reaction) and 4-(bromomethyl)-N-(2,4-dimethylphenyl)-N-isobutylbenzenesulfonamide (0.031 g, 0.075 mmol) in 2-Methyltetrahydrofuran (2-MeTHF) (1 mL) stirred under nitrogen at room temperature was added solid sodium hydride (1.800 mg, 0.075 mmol) (tip of spatula). The reaction mixture was stirred at 20° C. for 3 hrs. The reaction was carefully quenched with water (5 drops per reaction). The solvent wa... Reactants: ClC=1N=C(SC1)C(C=1NC(=C2C1N(C(N(C2=O)C)=O)C)C2=CC(=CC=C2)F)O (7-((4-chlorothiazol-2-yl)(hydroxy)methyl)-5-(3-fluorophenyl)-1,3-dimethyl-1H-pyrrolo[3,4-d]pyrimidine-2,4(3H,6H)-dione), C(C=C)[Sn](CCCC)(CCCC)CCCC (allyltri-n-butyltin). The solvent is C1CCOC1 (THF). Run at time 20 minute. Product: ClC=1N=C(SC1)C(CC=C)C=1NC(=C2C1N(C(N(C2=O)C)=O)C)C2=CC(=CC=C2)F (7-(1-(4-Chlorothiazol-2-yl)but-3-en-1-yl)-5-(3-fluorophenyl)-1,3-dimethyl-1H-pyrrolo[3,4-d]pyrimidine-2,4(3H,6H)-dione). As a reaction SMILES: [Cl:1][C:2]1[N:3]=[C:4]([CH:7](O)[C:8]2[NH:9][C:10]([C:21]3[CH:26]=[CH:25][CH:24]=[C:23]([F:27])[CH:22]=3)=[C:11]3[C:16](=[O:17])[N:15]([CH3:18])[C:14](=[O:19])[N:13]([CH3:20])[C:12]=23)[S:5][CH:6]=1.[CH2:29]([Sn](CCCC)(CCCC)CCCC)[CH:30]=[CH2:31]>C1COCC1>[Cl:1][C:2]1[N:3]=[C:4]([CH:7]([C:8]2[NH:9][C:10]([C:21]3[CH:26]=[CH:25][CH:24]=[C:23]([F:27])[CH:22]=3)=[C:11]3[C:16](=[O:17])[N:15]([CH3:18])[C:14](=[O:19])[N:13]([CH3:20])[C:12]=23)[CH2:31][CH:30]=[CH2:29])[S:5][CH:6]=1. Reported procedure: Boron trifluoride THF complex (0.205 mL, 1.861 mmol) was added to a solution of 7-((4-chlorothiazol-2-yl)(hydroxy)methyl)-5-(3-fluorophenyl)-1,3-dimethyl-1H-pyrrolo[3,4-d]pyrimidine-2,4(3H,6H)-dione (870 mg, 2.067 mmol) and allyltri-n-butyltin (0.641 mL, 2.067 mmol) were dissolved in THF (15 mL). The mixture was stirred at room temp. for 20 mins. The reaction mixture was quenched with saturated NaHCO3(aq) and extracted with EtOAc. The organic extracts were washed with 1M KF(aq) (1×), brine (1×),... Reactants: S=C(n1ccnc1)n1ccnc1, ClCCl, Nc1cc(CNC(=O)C2(C(F)(F)F)CC2)ccc1F. Product: O=C(NCc1ccc(F)c(N=C=S)c1)C1(C(F)(F)F)CC1. RXN SMILES: [C:20](=[S:21])([n:22]1[cH:23][cH:24][n:25][cH:26]1)[n:27]1[cH:28][cH:29][n:30][cH:31]1.[Cl:32][CH2:33][Cl:34].[NH2:1][c:2]1[cH:3][c:4]([CH2:5][NH:6][C:7](=[O:8])[C:9]2([C:12]([F:13])([F:14])[F:15])[CH2:10][CH2:11]2)[cH:16][cH:17][c:18]1[F:19]>>[N:1]([c:2]1[cH:3][c:4]([CH2:5][NH:6][C:7](=[O:8])[C:9]2([C:12]([F:13])([F:14])[F:15])[CH2:10][CH2:11]2)[cH:16][cH:17][c:18]1[F:19])=[C:20]=[S:21]. Starting materials: C(C)(=O)[O-].[Na+] (sodium acetate), NOS(=O)(=O)O (hydroxylamine-O-sulfonic acid), FC1=CC=C(C=C1)C=1CC2(CC2)CC1C1=CC=C(C=C1)S(=O)(=O)C (5-(4-fluorophenyl)-6-[4-(methylsulfonyl)phenyl]spiro[2.4]hept-5-ene), C[Li] (methyllithium), C(CCC)B(CCCC)CCCC (tributylborane). Run in O (water), C1CCOC1 (THF). Conditions: time 25 minute. Yields the product FC1=CC=C(C=C1)C1=C(CC2(CC2)C1)C1=CC=C(C=C1)S(=O)(=O)N (4-[6-(4-fluorophenyl)spiro[2.4]hept-5-en-5-yl]benzenesulfonamide). Isolated yield 28.2%. Reaction SMILES: [F:1][C:2]1[CH:7]=[CH:6][C:5]([C:8]2[CH2:9][C:10]3([CH2:13][C:14]=2[C:15]2[CH:20]=[CH:19][C:18]([S:21](C)(=[O:23])=[O:22])=[CH:17][CH:16]=2)[CH2:12][CH2:11]3)=[CH:4][CH:3]=1.C[Li].C(B(CCCC)CCCC)CCC.C([O-])(=O)C.[Na+].[NH2:45]OS(O)(=O)=O>C1COCC1.O>[F:1][C:2]1[CH:7]=[CH:6][C:5]([C:8]2[CH2:9][C:10]3([CH2:12][CH2:11]3)[CH2:13][C:14]=2[C:15]2[CH:20]=[CH:19][C:18]([S:21]([NH2:45])(=[O:23])=[O:22])=[CH:17][CH:16]=2)=[CH:4][CH:3]=1 |f:3.4|. Procedure: Under nitrogen, a solution of 90 mg (0.248 mmol) of 5-(4-fluoro phenyl)-6-[4-(methylsulfonyl)phenyl]spiro[2.4]hept-5-ene from step 11 in 1 mL of THF at -78° C. was treated with 0.21 mL (0.27 mmol) of methyllithium (1.3M in ether) over a period of 2 minutes. The reaction was stirred at ambient temperature for 25 minutes, cooled to -78° C., and treated with 0.3 mL (0.3 mmol) of tributylborane (1.0M in THF). The resulting dark brown solution was stirred at ambient temperature for 20 minutes and the... RXN SMILES: [CH:1]([CH3:2])([CH3:3])[O:4][C:5](=[O:6])[N:7]1[CH2:8][CH2:9][CH:10]([O:13][N:14]=[C:15]2[CH2:16][CH2:17][N:18]([c:21]3[c:22]([F:36])[cH:23][c:24]([CH2:28][C:29](=[O:30])[O:31][C:32]([CH3:33])([CH3:34])[CH3:35])[c:25]([F:27])[cH:26]3)[CH2:19][CH2:20]2)[CH2:11][CH2:12]1.[Cl:44][CH2:45][Cl:46].[F:37][C:38]([F:39])([F:40])[C:41]([OH:42])=[O:43]>>[CH:1]([CH3:2])([CH3:3])[O:4][C:5](=[O:6])[N:7]1[CH2:8][CH2:9][CH:10]([O:13][N:14]=[C:15]2[CH2:16][CH2:17][N:18]([c:21]3[c:22]([F:36])[cH:23][c:24]([CH2:28][C:29](=[O:30])[OH:31])[c:25]([F:27])[cH:26]3)[CH2:19][CH2:20]2)[CH2:11][CH2:12]1. Product: CC(C)OC(=O)N1CCC(ON=C2CCN(c3cc(F)c(CC(=O)O)cc3F)CC2)CC1. Starting materials: CC(C)OC(=O)N1CCC(ON=C2CCN(c3cc(F)c(CC(=O)OC(C)(C)C)cc3F)CC2)CC1, ClCCl, O=C(O)C(F)(F)F.